Dataset: the Open Reaction Database (ORD), a public repository of structured organic reaction records. Task: describe an organic reaction: reactants, conditions, products, and yield The reactants are Cl (HCl), C(CC(=O)O)(=O)O (malonic acid), C1(CCCCC1)C=O (cyclohexanecarbaldehyde), N1CCCCC1 (piperidine). Procedure: A solution of malonic acid (30 g, 0.29 mol), cyclohexanecarbaldehyde (17.3 mL, 0.14 mol), and piperidine (2.9 mL, 0.029 mol) in pyridine (90 mL) was stirred at 70° C. for 18 h. The resulting mixture was cooled to room temperature and then treated with water (200 mL). The resulting solution was acidified to pH 2 with 1N HCl and extracted thrice with ethyl acetate (100 mL). The ethyl acetate extracts were pooled, washed successively with water and brine, then dried over sodium sulfate, filtered an... The solvent is N1=CC=CC=C1 (pyridine), O (water). Yields the product C1(CCCCC1)C=CC(=O)O (3-cyclohexyl-acrylic acid). Reaction SMILES: [C:1](O)(=O)[CH2:2][C:3]([OH:5])=[O:4].[CH:8]1(C=O)[CH2:13][CH2:12][CH2:11][CH2:10][CH2:9]1.N1CCCCC1.Cl>N1C=CC=CC=1.O>[CH:8]1([CH:1]=[CH:2][C:3]([OH:5])=[O:4])[CH2:13][CH2:12][CH2:11][CH2:10][CH2:9]1. Reactants: Nc1ccc(Br)cc1F, CCCCO, Cc1cccc2sc(Cl)nc12, Cl. Yields the product Cc1cccc2sc(Nc3ccc(Br)cc3F)nc12. RXN SMILES: [Br:12][c:13]1[cH:14][c:15]([F:20])[c:16]([NH2:17])[cH:18][cH:19]1.[CH2:22]([OH:23])[CH2:24][CH2:25][CH3:26].[Cl:1][c:2]1[s:3][c:4]2[c:5]([n:6]1)[c:7]([CH3:11])[cH:8][cH:9][cH:10]2.[ClH:21]>>[c:2]1([NH:17][c:16]2[c:15]([F:20])[cH:14][c:13]([Br:12])[cH:19][cH:18]2)[s:3][c:4]2[c:5]([n:6]1)[c:7]([CH3:11])[cH:8][cH:9][cH:10]2. Starting materials: IC=1C=C2C(C(NC2=CC1)=O)=O (5-iodo-1H-indole-2,3-dione), N(N)C(=O)C1=CC=C(C=C1)NC(COC1=CC=CC=C1)=O (N-[4-(hydrazinocarbonyl)phenyl]-2-phenoxyacetamide). The solvent is C(C)(=O)O (acetic acid). Reaction conditions: temperature 100 celsius. Yields the product IC=1C=C2C(C(NC2=CC1)=O)=NNC(=O)C1=CC=C(C=C1)NC(COC1=CC=CC=C1)=O (N-(4-{[2-(5-Iodo-2-oxo-1,2-dihydro-3H-indol-3-ylidene)hydrazino]-carbonyl}phenyl)-2-phenoxyacetamide). The yield is 82.0%. RXN SMILES: [I:1][C:2]1[CH:3]=[C:4]2[C:8](=[CH:9][CH:10]=1)[NH:7][C:6](=[O:11])[C:5]2=O.[NH:13]([C:15]([C:17]1[CH:22]=[CH:21][C:20]([NH:23][C:24](=[O:33])[CH2:25][O:26][C:27]2[CH:32]=[CH:31][CH:30]=[CH:29][CH:28]=2)=[CH:19][CH:18]=1)=[O:16])[NH2:14]>C(O)(=O)C>[I:1][C:2]1[CH:3]=[C:4]2[C:8](=[CH:9][CH:10]=1)[NH:7][C:6](=[O:11])[C:5]2=[N:14][NH:13][C:15]([C:17]1[CH:18]=[CH:19][C:20]([NH:23][C:24](=[O:33])[CH2:25][O:26][C:27]2[CH:28]=[CH:29][CH:30]=[CH:31][CH:32]=2)=[CH:21][CH:22]=1)=[O:16]. Reported procedure: Following the general method as outlined in Example 1, into a suspension of 5-iodo-1H-indole-2,3-dione in acetic acid was added N-[4-(hydrazinocarbonyl)phenyl]-2-phenoxyacetamide. After stirring at 100° C. the reaction mixture was cooled to rt and a yellow solid precipitated out. Filtration on a fritté, washing with AcOH, water and drying under vacuo at 60° C. overnight gave 222 mg of the title compound (82%) as a yellow solid in 98.1% purity by HPLC (Rt: 4.41, gradient of 8 min, MaxPlot detecti... Starting materials: ClC1=CC=C(C=C1)C1=C(CC(CC1)(C)C)CO ((2-(4-chlorophenyl)-5,5-dimethylcyclohex-1-enyl)methanol), CC(=O)OI1(C=2C=CC=CC2C(=O)O1)(OC(=O)C)OC(=O)C (Dess-Martin Periodinane). Run in CCOCC (ether), ClCCl (dichloromethane). Conditions: time 3 hour. The product is ClC1=CC=C(C=C1)C1=C(CC(CC1)(C)C)C=O (2-(4-chlorophenyl)-5,5-dimethylcyclohex-1-enecarbaldehyde). As a reaction SMILES: [Cl:1][C:2]1[CH:7]=[CH:6][C:5]([C:8]2[CH2:13][CH2:12][C:11]([CH3:15])([CH3:14])[CH2:10][C:9]=2[CH2:16][OH:17])=[CH:4][CH:3]=1.CC(OI1(OC(C)=O)(OC(C)=O)OC(=O)C2C=CC=CC1=2)=O>ClCCl.CCOCC>[Cl:1][C:2]1[CH:3]=[CH:4][C:5]([C:8]2[CH2:13][CH2:12][C:11]([CH3:14])([CH3:15])[CH2:10][C:9]=2[CH:16]=[O:17])=[CH:6][CH:7]=1. Reported procedure: To a solution of EXAMPLE 75C (2.8 g) in dichloromethane (50 mL) was added Dess-Martin Periodinane (5.68 g). The reaction mixture was stirred at room temperature for 3 hours and diluted with ether and washed with 5% NaOH and brine. The organic layer was dried over Na2SO4, filtered, and concentrated. The residue was purified by flash chromatography using 20% ethyl acetate in hexanes to provide the title compound. Starting materials: CCCCC(=O)OC, C1CCOC1, COP(C)(=O)OC, [Li]CCCC. The product is CCCCC(=O)CP(=O)(OC)OC. Reaction SMILES: [C:13]([CH2:14][CH2:15][CH2:16][CH3:17])(=[O:18])[O:19][CH3:20].[CH2:21]1[O:22][CH2:23][CH2:24][CH2:25]1.[CH3:1][P:2]([O:3][CH3:4])([O:5][CH3:6])=[O:7].[CH3:8][CH2:9][CH2:10][CH2:11][Li:12]>>[CH2:1]([P:2]([O:3][CH3:4])([O:5][CH3:6])=[O:7])[C:13]([CH2:14][CH2:15][CH2:16][CH3:17])=[O:18]. Starting materials: COCCN1C2=C(C(CCC1)(C)C)C=CC(=C2)N (1-(2-Methoxy-ethyl)-5,5-dimethyl-2,3,4,5-tetrahydro-1H-benzo[b]azepin-8-ylamine), ClC1=NC=C(C(=N1)NC1=C(C(=O)NC)C=CC=C1F)Cl (2-(2,5-Dichloro-pyrimidin-4-ylamino)-3-fluoro-N-methyl-benzamide). The product is ClC=1C(=NC(=NC1)NC=1C=CC2=C(N(CCCC2(C)C)CCOC)C1)NC1=C(C(=O)NC)C=CC=C1F (2-{5-Chloro-2-[1-(2-methoxy-ethyl)-5,5-dimethyl-2,3,4,5-tetrahydro-1H-benzo[b]azepin-8-ylamino]-pyrimidin-4-ylamino}-3-fluoro-N-methyl-benzamide), solid. Yield: 23.0%. RXN SMILES: [CH3:1][O:2][CH2:3][CH2:4][N:5]1[CH2:11][CH2:10][CH2:9][C:8]([CH3:13])([CH3:12])[C:7]2[CH:14]=[CH:15][C:16]([NH2:18])=[CH:17][C:6]1=2.Cl[C:20]1[N:25]=[C:24]([NH:26][C:27]2[C:36]([F:37])=[CH:35][CH:34]=[CH:33][C:28]=2[C:29]([NH:31][CH3:32])=[O:30])[C:23]([Cl:38])=[CH:22][N:21]=1>>[Cl:38][C:23]1[C:24]([NH:26][C:27]2[C:36]([F:37])=[CH:35][CH:34]=[CH:33][C:28]=2[C:29]([NH:31][CH3:32])=[O:30])=[N:25][C:20]([NH:18][C:16]2[CH:15]=[CH:14][C:7]3[C:8]([CH3:13])([CH3:12])[CH2:9][CH2:10][CH2:11][N:5]([CH2:4][CH2:3][O:2][CH3:1])[C:6]=3[CH:17]=2)=[N:21][CH:22]=1. Procedure details: The title compound was prepared with a procedure analogous to that used to prepare example 381 by combining 1-(2-Methoxy-ethyl)-5,5-dimethyl-2,3,4,5-tetrahydro-1H-benzo[b]azepin-8-ylamine and 2-(2,5-Dichloro-pyrimidin-4-ylamino)-3-fluoro-N-methyl-benzamide to yield a light yellow solid (23%). LCMS: m/z=527.49 (M+H+), 1H NMR (400 MHz, CDCl3) δ 8.56 (bs, 1H), 8.07 (s, 1H), 7.18 (m, 6H), 6.86 (bs, 1H), 6.74 (d, 1H, J=8.3 Hz), 3.47 (m, 2H), 3.40 (s, 3H), 2.93 (d, 3H, J=4.6 Hz), 2.73 (m, 4H), 1.72 (m... As a reaction SMILES: [CH2:48]([CH3:49])[O:50][CH:51]([C:52](=[O:53])[O:54][CH2:55][CH3:56])[CH2:57][c:58]1[cH:59][cH:60][c:61]([OH:64])[cH:62][cH:63]1.[CH2:65]1[O:66][CH2:67][CH2:68][CH2:69]1.[O:1]=[C:2]([O:3][CH2:4][CH3:5])[N:6]=[N:7][C:8]([O:9][CH2:10][CH3:11])=[O:12].[OH2:70].[c:13]1([P:14]([c:15]2[cH:16][cH:17][cH:18][cH:19][cH:20]2)[c:21]2[cH:22][cH:23][cH:24][cH:25][cH:26]2)[cH:27][cH:28][cH:29][cH:30][cH:31]1.[cH:32]1[cH:33][cH:34][cH:35][c:36]2[c:44]1[C:43](=[CH:45][CH2:46][OH:47])[c:42]1[c:37]-2[cH:38][cH:39][cH:40][cH:41]1>>[cH:32]1[cH:33][cH:34][cH:35][c:36]2[c:44]1[C:43](=[CH:45][CH2:46][O:47][c:61]1[cH:60][cH:59][c:58]([CH2:57][CH:51]([O:50][CH2:48][CH3:49])[C:52](=[O:53])[O:54][CH2:55][CH3:56])[cH:63][cH:62]1)[c:42]1[c:37]-2[cH:38][cH:39][cH:40][cH:41]1. Yields the product CCOC(=O)C(Cc1ccc(OCC=C2c3ccccc3-c3ccccc32)cc1)OCC. The reactants are CCOC(=O)C(Cc1ccc(O)cc1)OCC, C1CCOC1, CCOC(=O)N=NC(=O)OCC, O, c1ccc(P(c2ccccc2)c2ccccc2)cc1, OCC=C1c2ccccc2-c2ccccc21. Starting materials: OC=1C=C(OC2=C(C(=O)OCC)C=CC(=C2)N2CCN(CC2)CC2=C(CC(CC2)(C)C)C2=CC=C(C=C2)Cl)C=CC1 (Ethyl 2-(3-hydroxyphenoxy)-4-(4-((2-(4-chlorophenyl)-4,4-dimethylcyclohex-1-enyl)methyl)piperazin-1-yl)benzoate), COCCl (methoxymethyl chloride), C([O-])([O-])=O.[Cs+].[Cs+] (cesium carbonate). The solvent is CN(C=O)C (N,N-dimethylformamide). Yields the product ClC1=CC=C(C=C1)C1=C(CCC(C1)(C)C)CN1CCN(CC1)C1=CC(=C(C(=O)OCC)C=C1)OC1=CC(=CC=C1)OCOC (Ethyl 4-(4-((2-(4-chlorophenyl)-4,4-dimethylcyclohex-1-enyl)methyl)piperazin-1-yl)-2-(3-(methoxymethoxy)phenoxy)benzoate). RXN SMILES: [OH:1][C:2]1[CH:3]=[C:4]([CH:39]=[CH:40][CH:41]=1)[O:5][C:6]1[CH:16]=[C:15]([N:17]2[CH2:22][CH2:21][N:20]([CH2:23][C:24]3[CH2:29][CH2:28][C:27]([CH3:31])([CH3:30])[CH2:26][C:25]=3[C:32]3[CH:37]=[CH:36][C:35]([Cl:38])=[CH:34][CH:33]=3)[CH2:19][CH2:18]2)[CH:14]=[CH:13][C:7]=1[C:8]([O:10][CH2:11][CH3:12])=[O:9].[CH3:42][O:43][CH2:44]Cl.C(=O)([O-])[O-].[Cs+].[Cs+]>CN(C)C=O>[Cl:38][C:35]1[CH:34]=[CH:33][C:32]([C:25]2[CH2:26][C:27]([CH3:30])([CH3:31])[CH2:28][CH2:29][C:24]=2[CH2:23][N:20]2[CH2:19][CH2:18][N:17]([C:15]3[CH:14]=[CH:13][C:7]([C:8]([O:10][CH2:11][CH3:12])=[O:9])=[C:6]([O:5][C:4]4[CH:39]=[CH:40][CH:41]=[C:2]([O:1][CH2:42][O:43][CH3:44])[CH:3]=4)[CH:16]=3)[CH2:22][CH2:21]2)=[CH:37][CH:36]=1 |f:2.3.4|. Procedure: A suspension of EXAMPLE 176B (0.295 g), methoxymethyl chloride (0.117 mL) and cesium carbonate (0.334 g) in N,N-dimethylformamide (3 mL) was stirred at 60° C. for 16 hours. The reaction mixture was partitioned between dichloromethane and water. The water layer was extracted with dichloromethane. The combined organic extracts were washed with water (2×), dried over magnesium sulfate, filtered and concentrated. The crude product was purified by flash chromotography (silica gel, 5%-20% ethyl acetat... The reactants are ClC1=CC=C2C(CCSC2=C1)=O (7-chlorothiochroman-4-one), BrBr (bromine). The solvent is C(Cl)(Cl)Cl (chloroform). Reaction conditions: time 1 hour. The product is BrC1CSC2=CC(=CC=C2C1=O)Cl (3-bromo-7-chlorothiochroman-4-one). RXN SMILES: [Cl:1][C:2]1[CH:11]=[C:10]2[C:5]([C:6](=[O:12])[CH2:7][CH2:8][S:9]2)=[CH:4][CH:3]=1.[Br:13]Br>C(Cl)(Cl)Cl>[Br:13][CH:7]1[C:6](=[O:12])[C:5]2[C:10](=[CH:11][C:2]([Cl:1])=[CH:3][CH:4]=2)[S:9][CH2:8]1. Reported procedure: Dissolve 7-chlorothiochroman-4-one (10 gms., 50.3 mmols) in chloroform (100 ml.) and cool the solution to 0°-5° C. Add bromine (2.60 ml., 50.3 mmols) dropwise over a 10-minute period. Stir the reaction mixture at room temperature for one hour, then add chloroform (100 ml.) and extract with 10% aqueous sodium sulfite (100 ml.) followed by water (200 ml.). Dry the chloroform solution over anhydrous magnesium sulfate, filter and evaporate in vacuo to a residue. Recrystallize the residue from cycloh...